From a dataset of the Open Reaction Database (ORD), a public repository of structured organic reaction records. describe an organic reaction: reactants, conditions, products, and yield Reactants: C1CCOC1, CN(C)CC(C)(C)CN, CO, CCOCC, CCN(C(C)C)C(C)C, FC(F)(F)c1cccc(Nc2nccc(Cl)n2)c1, Cl, C1COCCO1. The product is Cl, CN(C)CC(C)(C)CNc1ccnc(Nc2cccc(C(F)(F)F)c2)n1. RXN SMILES: [CH2:38]1[O:39][CH2:40][CH2:41][CH2:42]1.[CH3:19][N:20]([CH2:21][C:22]([CH2:23][NH2:24])([CH3:25])[CH3:26])[CH3:27].[CH3:43][OH:44].[CH3:51][CH2:52][O:53][CH2:54][CH3:55].[CH:28]([N:29]([CH:30]([CH3:31])[CH3:32])[CH2:33][CH3:34])([CH3:35])[CH3:36].[Cl:1][c:2]1[n:3][c:4]([NH:8][c:9]2[cH:10][c:11]([C:15]([F:16])([F:17])[F:18])[cH:12][cH:13][cH:14]2)[n:5][cH:6][cH:7]1.[ClH:37].[O:45]1[CH2:46][CH2:47][O:48][CH2:49][CH2:50]1>>[ClH:1].[c:2]1([NH:24][CH2:23][C:22]([CH2:21][N:20]([CH3:19])[CH3:27])([CH3:25])[CH3:26])[n:3][c:4]([NH:8][c:9]2[cH:10][c:11]([C:15]([F:16])([F:17])[F:18])[cH:12][cH:13][cH:14]2)[n:5][cH:6][cH:7]1. Reactants: Cc1sc2ccccc2c1Br, [Li]CCCC, CCCCCC, O=CC1CCCCC1, [Cl-], [NH4+], C1CCOC1. Yields the product Cc1sc2ccccc2c1C(O)C1CCCCC1. Reaction SMILES: [Br:1][c:2]1[c:3]([CH3:11])[s:4][c:5]2[c:6]1[cH:7][cH:8][cH:9][cH:10]2.[CH2:18]([Li:19])[CH2:20][CH2:21][CH3:22].[CH3:12][CH2:13][CH2:14][CH2:15][CH2:16][CH3:17].[CH:23]1([CH:29]=[O:30])[CH2:24][CH2:25][CH2:26][CH2:27][CH2:28]1.[Cl-:31].[NH4+:32].[O:33]1[CH2:34][CH2:35][CH2:36][CH2:37]1>>[c:2]1([CH:29]([CH:23]2[CH2:24][CH2:25][CH2:26][CH2:27][CH2:28]2)[OH:30])[c:3]([CH3:11])[s:4][c:5]2[c:6]1[cH:7][cH:8][cH:9][cH:10]2. Reactants: C(C)OC(=O)[C@H]1[C@@H](CC(C1)O[Si](C)(C)C(C)(C)C)CO ((1R,2R)-4-(tert-Butyl-dimethyl-silanyloxy)-2-hydroxymethyl-cyclopentanecarboxylic acid ethyl ester), FC1=CC=C(C=C1)O (4-fluorophenol), oil. Yields the product C(C)OC(=O)[C@H]1[C@@H](CC(C1)O[Si](C)(C)C(C)(C)C)COC1=CC=C(C=C1)F ((1R,2R)-4-(tert-Butyl-dimethyl-silanyloxy)-2-(4-fluoro-phenoxymethyl)-cyclopentanecarboxylic acid ethyl ester). RXN SMILES: [CH2:1]([O:3][C:4]([C@@H:6]1[CH2:10][CH:9]([O:11][Si:12]([C:15]([CH3:18])([CH3:17])[CH3:16])([CH3:14])[CH3:13])[CH2:8][C@H:7]1[CH2:19][OH:20])=[O:5])[CH3:2].[F:21][C:22]1[CH:27]=[CH:26][C:25](O)=[CH:24][CH:23]=1>>[CH2:1]([O:3][C:4]([C@@H:6]1[CH2:10][CH:9]([O:11][Si:12]([C:15]([CH3:16])([CH3:18])[CH3:17])([CH3:13])[CH3:14])[CH2:8][C@H:7]1[CH2:19][O:20][C:25]1[CH:26]=[CH:27][C:22]([F:21])=[CH:23][CH:24]=1)=[O:5])[CH3:2]. Reported procedure: The title compound was prepared in analogy to example 68 step 5 using (1R,2R)-4-(tert-Butyl-dimethyl-silanyloxy)-2-hydroxymethyl-cyclopentanecarboxylic acid ethyl ester (example 68 step 4) and 4-fluorophenol. Colorless oil (74%). MS (EI): 397.2 (M+H)+. The reactants are Cc1cc(C)c2c(C#N)c(C=CC(=O)O)n(C3CCCc4ccccc43)c2n1, O=C(Cl)C(=O)Cl, C1CCOC1, COc1ccccc1N, CN(C)C=O, O, c1ccncc1. The product is COc1ccccc1NC(=O)C=Cc1c(C#N)c2c(C)cc(C)nc2n1C1CCCc2ccccc21. As a reaction SMILES: [C:1](#[N:2])[c:3]1[c:4]([CH:24]=[CH:25][C:26](=[O:27])[OH:28])[n:5]([CH:14]2[CH2:15][CH2:16][CH2:17][c:18]3[cH:19][cH:20][cH:21][cH:22][c:23]32)[c:6]2[n:7][c:8]([CH3:13])[cH:9][c:10]([CH3:12])[c:11]12.[C:29]([Cl:30])(=[O:31])[C:32]([Cl:33])=[O:34].[CH2:50]1[O:51][CH2:52][CH2:53][CH2:54]1.[CH3:35][O:36][c:37]1[c:38]([NH2:43])[cH:39][cH:40][cH:41][cH:42]1.[O:56]=[CH:57][N:58]([CH3:59])[CH3:60].[OH2:55].[cH:44]1[cH:45][cH:46][n:47][cH:48][cH:49]1>>[C:1](#[N:2])[c:3]1[c:4]([CH:24]=[CH:25][C:26](=[O:28])[NH:43][c:38]2[c:37]([O:36][CH3:35])[cH:42][cH:41][cH:40][cH:39]2)[n:5]([CH:14]2[CH2:15][CH2:16][CH2:17][c:18]3[cH:19][cH:20][cH:21][cH:22][c:23]32)[c:6]2[n:7][c:8]([CH3:13])[cH:9][c:10]([CH3:12])[c:11]12. Reactants: C(=O)C1=CC=C(C(C(=O)O)=C1)O (5-Formylsalicylic acid), C(CCC)I (n-butyl iodide), C([O-])([O-])=O.[K+].[K+] (potassium carbonate). Run in CN(C)C=O (DMF). Product: C(=O)C=1C=CC(=C(C(=O)OCCCC)C1)O (n-Butyl 5-formyl-2-hydroxybenzoate). Yield: 30.0%. RXN SMILES: [CH:1]([C:3]1[CH:11]=[C:7]([C:8]([OH:10])=[O:9])[C:6]([OH:12])=[CH:5][CH:4]=1)=[O:2].[CH2:13](I)[CH2:14][CH2:15][CH3:16].C(=O)([O-])[O-].[K+].[K+]>CN(C=O)C>[CH:1]([C:3]1[CH:4]=[CH:5][C:6]([OH:12])=[C:7]([CH:11]=1)[C:8]([O:10][CH2:13][CH2:14][CH2:15][CH3:16])=[O:9])=[O:2] |f:2.3.4|. Procedure: 5-Formylsalicylic acid (5.0 g, 30 mmol), n-butyl iodide (3.4 mL, 30 mmol), and potassium carbonate (4.2 g, 30 mmol) were stirred in DMF (40 mL) for 27 h at room temperature. After several EtOAc/H2O extractions, the mixture was dried (MgSO4), and concentrated. Chromatography on silica gel, eluting with 5% to 30% EtOAc in hexanes, followed by solvent removal gave a white solid (2.0 g). HR-MS: Calc'd 223.0970, Found 223.0968. Anal. Calc'd for C12H14O4 : C, 64.84; H, 6.36; Found: C, 64.82; H, 6.30.